From a dataset of the Open Reaction Database (ORD), a public repository of structured organic reaction records. describe an organic reaction: reactants, conditions, products, and yield The reactants are CCCCCC (hexane), ClC1=NC=CN=C1Cl (2,3-dichloropyrazine), CN1CCNCC1 (N-methylpiperazine), C([O-])([O-])=O.[K+].[K+] (potassium carbonate). Solvent: C(C)#N (acetonitrile). Run at time 2 hour. Yields the product ClC=1C(=NC=CN1)N1CCN(CC1)C (1-(3-Chloro-2-pyrazinyl)-4-methylpiperazine). The yield is 56.7%. RXN SMILES: Cl[C:2]1[C:7]([Cl:8])=[N:6][CH:5]=[CH:4][N:3]=1.[CH3:9][N:10]1[CH2:15][CH2:14][NH:13][CH2:12][CH2:11]1.C(=O)([O-])[O-].[K+].[K+].CCCCCC>C(#N)C>[Cl:8][C:7]1[C:2]([N:13]2[CH2:14][CH2:15][N:10]([CH3:9])[CH2:11][CH2:12]2)=[N:3][CH:4]=[CH:5][N:6]=1 |f:2.3.4|. Reported procedure: A mixture of 2,3-dichloropyrazine (5.0 g, 34 mmol), N-methylpiperazine (5.1 g, 51 mmol) and potassium carbonate (7.0 g, 51 mmol) in acetonitrile (100 mL) was stirred at ambient temperature for 2 h. Addition of hexane, followed by filtration and concentration of the filtrate gave 7.3 g of the crude product as an orange liquid. Purification by filtration through silica using heptane/EtOAc (3:1) followed by EtOAc/acetone (1:1) gave 4.1 g (57%) of the title compound as a yellow oil which solidified ... Reactants: CCCCOc1cc2c(cc1OC)C(Cc1cccc(OC)c1)N(C(=O)OCC)C=C2, CN(C)C=O, CC(=O)[O-], ClCCl, [K+], O, O=P(Cl)(Cl)Cl. Reaction SMILES: [CH2:11]([CH3:12])[O:13][C:14](=[O:15])[N:16]1[CH:17]([CH2:33][c:34]2[cH:35][c:36]([O:40][CH3:41])[cH:37][cH:38][cH:39]2)[c:18]2[cH:19][c:20]([O:31][CH3:32])[c:21]([O:26][CH2:27][CH2:28][CH2:29][CH3:30])[cH:22][c:23]2[CH:24]=[CH:25]1.[CH3:1][N:2]([CH:3]=[O:4])[CH3:5].[CH3:43][C:44](=[O:45])[O-:46].[Cl:47][CH2:48][Cl:49].[K+:42].[OH2:50].[P:6]([Cl:7])([Cl:8])([Cl:9])=[O:10]>>[CH:3](=[O:4])[C:24]1=[CH:25][N:16]([C:14]([O:13][CH2:11][CH3:12])=[O:15])[CH:17]([CH2:33][c:34]2[cH:35][c:36]([O:40][CH3:41])[cH:37][cH:38][cH:39]2)[c:18]2[cH:19][c:20]([O:31][CH3:32])[c:21]([O:26][CH2:27][CH2:28][CH2:29][CH3:30])[cH:22][c:23]21. Yields the product CCCCOc1cc2c(cc1OC)C(Cc1cccc(OC)c1)N(C(=O)OCC)C=C2C=O. Starting materials: TEA, C(C)[C@@H](C1=CC=CC=C1)NC(=O)C1=C(C(=NC2=CC=CC=C12)C1=CC=CC=C1)OCCN ((S)-N-(α-ethylbenzyl)-3-(2-aminoethoxy)-2-phenylquinoline-4-carboxamide), ClC(=O)C=CC(=O)OC (methyl 3-chlorocarbonylpropenoate). The solvent is C(Cl)Cl (CH2Cl2), C(Cl)Cl (CH2Cl2). Reaction conditions: temperature 0 celsius, time 2 day. Yields the product C(C)[C@@H](C1=CC=CC=C1)NC(=O)C1=C(C(=NC2=CC=CC=C12)C1=CC=CC=C1)OCCNC(\C=C\C(=O)OC)=O ((S,E)-N-(a-ethylbenzyl)-3-[2-(3-methoxycarbonylpropenoyl)aminoethoxy]-2-phenylquinoline-4-carboxamide). Isolated yield 16.9%. As a reaction SMILES: [CH2:1]([C@H:3]([NH:10][C:11]([C:13]1[C:22]2[C:17](=[CH:18][CH:19]=[CH:20][CH:21]=2)[N:16]=[C:15]([C:23]2[CH:28]=[CH:27][CH:26]=[CH:25][CH:24]=2)[C:14]=1[O:29][CH2:30][CH2:31][NH2:32])=[O:12])[C:4]1[CH:9]=[CH:8][CH:7]=[CH:6][CH:5]=1)[CH3:2].Cl[C:34]([CH:36]=[CH:37][C:38]([O:40][CH3:41])=[O:39])=[O:35]>C(Cl)Cl>[CH2:1]([C@H:3]([NH:10][C:11]([C:13]1[C:22]2[C:17](=[CH:18][CH:19]=[CH:20][CH:21]=2)[N:16]=[C:15]([C:23]2[CH:24]=[CH:25][CH:26]=[CH:27][CH:28]=2)[C:14]=1[O:29][CH2:30][CH2:31][NH:32][C:34](=[O:35])/[CH:36]=[CH:37]/[C:38]([O:40][CH3:41])=[O:39])=[O:12])[C:4]1[CH:9]=[CH:8][CH:7]=[CH:6][CH:5]=1)[CH3:2]. Reported procedure: 1.4 g (3.3 mmol) of (S)-N-(α-ethylbenzyl)-3-(2-aminoethoxy)-2-phenylquinoline-4-carboxamide (compound of Description 4) were dissolved, under nitrogen atmosphere, in 35 ml of dry CH2Cl2; 0.77 ml (5.5 mmol) of TEA were added, the solution was cooled to 0° C. and 0.4 g (3.4 mmol) of methyl 3-chlorocarbonylpropenoate (compound of Description 5), dissolved in 25 ml of CH2Cl2, were added dropwise. The reaction was stirred at room temperature for 2 days, washed with H2O, 20% citric acid, sat. sol. NaH... The reactants are F[B-](F)(F)F, CCOC(=O)CSCc1ccccc1, CCOC(=O)C(=CC=C(C(=S)OCC)N(C)C)c1ccccc1, CCOC(=O)C(=CC=[N+](C)C)N(C)C, CCO. The product is CCOC(=O)C(=CC=C(C(=O)OCC)N(C)C)SCc1ccccc1. RXN SMILES: [B-:24]([F:25])([F:26])([F:27])[F:28].[CH2:43]([c:44]1[cH:45][cH:46][cH:47][cH:48][cH:49]1)[S:50][CH2:51][C:52](=[O:53])[O:54][CH2:55][CH3:56].[CH3:1][N:2]([CH3:3])[C:4](=[CH:5][CH:6]=[C:7]([c:8]1[cH:9][cH:10][cH:11][cH:12][cH:13]1)[C:14]([O:15][CH2:16][CH3:17])=[O:18])[C:19]([O:20][CH2:21][CH3:22])=[S:23].[CH3:29][N:30]([C:31](=[CH:32][CH:33]=[N+:34]([CH3:35])[CH3:36])[C:37](=[O:38])[O:39][CH2:40][CH3:41])[CH3:42].[CH3:57][CH2:58][OH:59]>>[CH3:29][N:30]([C:31](=[CH:32][CH:33]=[C:51]([S:50][CH2:43][c:44]1[cH:45][cH:46][cH:47][cH:48][cH:49]1)[C:52](=[O:53])[O:54][CH2:55][CH3:56])[C:37](=[O:38])[O:39][CH2:40][CH3:41])[CH3:42]. The reactants are Cc1ccccc1, O=C(Cl)Cl, Nc1cc(Cl)c(Cl)c(Cl)c1. Product: O=C=Nc1cc(Cl)c(Cl)c(Cl)c1. RXN SMILES: [CH3:15][c:16]1[cH:17][cH:18][cH:19][cH:20][cH:21]1.[Cl:11][C:12]([Cl:13])=[O:14].[Cl:1][c:2]1[cH:3][c:4]([NH2:5])[cH:6][c:7]([Cl:10])[c:8]1[Cl:9]>>[Cl:1][c:2]1[cH:3][c:4]([N:5]=[C:12]=[O:14])[cH:6][c:7]([Cl:10])[c:8]1[Cl:9]. Starting materials: C1(=CC=CC=C1)C(C1=CC=CC=C1)=NCC(=O)OCC (ethyl 2-((diphenylmethylene)amino)acetate), BrC1=NC=CN=C1 (2-bromopyrazine), C([O-])([O-])=O.[K+].[K+] (potassium carbonate), O (water). The reagents and catalysts are [I-].C(CCC)[N+](CCCC)(CCCC)CCCC (tetrabutyl ammonium iodide). The solvent is CN1C(CCC1)=O (N-methyl-2-pyrrolidone). Run at temperature 110 celsius. Product: C1(=CC=CC=C1)C(C1=CC=CC=C1)=NC(C(=O)OCC)C1=NC=CN=C1 (Ethyl 2-((diphenylmethylene)amino)-2-(pyrazin-2-yl)acetate). As a reaction SMILES: [C:1]1([C:7](=[N:14][CH2:15][C:16]([O:18][CH2:19][CH3:20])=[O:17])[C:8]2[CH:13]=[CH:12][CH:11]=[CH:10][CH:9]=2)[CH:6]=[CH:5][CH:4]=[CH:3][CH:2]=1.Br[C:22]1[CH:27]=[N:26][CH:25]=[CH:24][N:23]=1.C(=O)([O-])[O-].[K+].[K+].O>[I-].C([N+](CCCC)(CCCC)CCCC)CCC.CN1CCCC1=O>[C:1]1([C:7](=[N:14][CH:15]([C:22]2[CH:27]=[N:26][CH:25]=[CH:24][N:23]=2)[C:16]([O:18][CH2:19][CH3:20])=[O:17])[C:8]2[CH:9]=[CH:10][CH:11]=[CH:12][CH:13]=2)[CH:2]=[CH:3][CH:4]=[CH:5][CH:6]=1 |f:2.3.4,6.7|. Procedure: A mixture of ethyl 2-((diphenylmethylene)amino)acetate (6.0 g, 22.47 mmol), 2-bromopyrazine (7.1 g, 44.90 mmol), potassium carbonate (9.30 g, 67.40 mmol) and tetrabutyl ammonium iodide (8.10 g, 22.40 mmol) in N-methyl-2-pyrrolidone (25 mL) was heated in a sealed tube at 110° C. for 16 hours. The mixture was poured into water (100 mL) and extracted with ethyl acetate (3×50 mL). The organic layers were washed with brine (25 mL) and dried over sodium sulfate. Removal of solvent under vacuum afforde... Starting materials: [OH-].[Na+] (sodium hydroxide), C1(CCCCC1)C1=CC(C2=C(O1)C(=CS2)C(=O)OC)=O (Methyl 5-cyclohexyl-7-oxo-7H-thieno[3,2-b]pyran-3-carboxylate), Cl (hydrochloric acid). Yields the product C1(CCCCC1)C1(CC(C2=C(O1)C(=CS2)C(=O)O)=O)C2=CC=CC=C2 (5-Cyclohexyl-7-oxo-5-phenyl-7H-thieno[3,2-b]pyran-3-carboxylic acid). Run in CO (MeOH), O1CCOCC1 (1,4-dioxane), O (water), O (water). Procedure details: 0.3 mL of 1N sodium hydroxide and 1.0 mL of water were added to a solution of 0.040 g of Compound 3D in 1.8 mL of MeOH and 0.9 mL of 1,4-dioxane at 20-25° C., while stirring. The mixture was heated at 50° C. for 3.5 hours. After cooling to 20-25° C., the mixture was diluted with water and acidified to pH 1 with 3N hydrochloric acid. The precipitated solid was collected by filtration and washed with water to afford 0.028 g (73.5%) of the title compound, melting at 269-275° C. Isolated yield 114.8%. RXN SMILES: [OH-].[Na+].[CH:3]1([C:9]2[O:14][C:13]3[C:15]([C:18]([O:20]C)=[O:19])=[CH:16][S:17][C:12]=3[C:11](=[O:22])[CH:10]=2)[CH2:8][CH2:7][CH2:6][CH2:5][CH2:4]1.Cl>CO.O1CCOCC1.O>[CH:3]1([C:9]2([C:3]3[CH:8]=[CH:7][CH:6]=[CH:5][CH:4]=3)[O:14][C:13]3[C:15]([C:18]([OH:20])=[O:19])=[CH:16][S:17][C:12]=3[C:11](=[O:22])[CH2:10]2)[CH2:8][CH2:7][CH2:6][CH2:5][CH2:4]1 |f:0.1|. Conditions: temperature 50 celsius.